Dataset: the Open Reaction Database (ORD), a public repository of structured organic reaction records. Task: describe an organic reaction: reactants, conditions, products, and yield The product is BrC=1C=NC2=CC(=CN=C2C1)C=COCC (3-bromo-7-[2-ethoxyvinyl]-1,5-naphthyridine). Starting materials: halide, 1,5-Naphthyridines, BrC=1C=NC2=CC(=CN=C2C1)Br (3,7-Dibromo-[1,5]naphthyridine), C(C)OC=C[Sn](CCCC)(CCCC)CCCC ((2-ethoxyvinyl)tributylstannane), ( 53 ), ( I ). The solvent is CN(C=O)C (N,N-dimethylformamide). Procedure: 1,5-Naphthyridines of formula (53), wherein n is 0 or 1, and L2, L3, R4, R5, R6a and R6b are as defined in formula (I), can be prepared as described in Scheme 10. 3,7-Dibromo-[1,5]naphthyridine, prepared as described by W. W. Paudler, J. Org. Chem., 33:1384 (1968), can be treated with (2-ethoxyvinyl)tributylstannane, a halide source, such as, but not limited to, tetraethylammonium chloride, and a palladium source, such as, but not limited to, dichlorobis(triphenylphosphine)palladium (II) in a so... As a reaction SMILES: Br[C:2]1[CH:3]=[N:4][C:5]2[C:10]([CH:11]=1)=[N:9][CH:8]=[C:7]([Br:12])[CH:6]=2.[CH2:13]([O:15][CH:16]=[CH:17][Sn](CCCC)(CCCC)CCCC)[CH3:14]>[Cl-].C([N+](CC)(CC)CC)C.[Pd].Cl[Pd](Cl)([P](C1C=CC=CC=1)(C1C=CC=CC=1)C1C=CC=CC=1)[P](C1C=CC=CC=1)(C1C=CC=CC=1)C1C=CC=CC=1.CN(C)C=O>[Br:12][C:7]1[CH:8]=[N:9][C:10]2[C:5]([CH:6]=1)=[N:4][CH:3]=[C:2]([CH:14]=[CH:13][O:15][CH2:16][CH3:17])[CH:11]=2 |f:2.3,^1:44,63|. Reagents/catalysts: [Cl-].C(C)[N+](CC)(CC)CC (tetraethylammonium chloride), [Pd] (palladium), Cl[Pd]([P](C1=CC=CC=C1)(C2=CC=CC=C2)C3=CC=CC=C3)([P](C4=CC=CC=C4)(C5=CC=CC=C5)C6=CC=CC=C6)Cl (dichlorobis(triphenylphosphine)palladium). Reactants: BrCC1CCCCC1, CN(C)C=O, OCc1cnc(Nc2cccc(Cl)c2)nc1C(F)(F)F, [H-], [Na+], O. Product: FC(F)(F)c1nc(Nc2cccc(Cl)c2)ncc1COCC1CCCCC1. As a reaction SMILES: [Br:28][CH2:29][CH:30]1[CH2:31][CH2:32][CH2:33][CH2:34][CH2:35]1.[CH3:3][N:4]([CH3:5])[CH:6]=[O:7].[Cl:8][c:9]1[cH:10][c:11]([NH:15][c:16]2[n:17][cH:18][c:19]([CH2:26][OH:27])[c:20]([C:22]([F:23])([F:24])[F:25])[n:21]2)[cH:12][cH:13][cH:14]1.[H-:1].[Na+:2].[OH2:36]>>[Cl:8][c:9]1[cH:10][c:11]([NH:15][c:16]2[n:17][cH:18][c:19]([CH2:26][O:27][CH2:29][CH:30]3[CH2:31][CH2:32][CH2:33][CH2:34][CH2:35]3)[c:20]([C:22]([F:23])([F:24])[F:25])[n:21]2)[cH:12][cH:13][cH:14]1. Reactants: CC1CCCC(O)C1C, [Cl-], Clc1cc(Cl)ncn1, [H-], [NH4+], [Na+], C1CCOC1. Reaction SMILES: [CH3:3][CH:4]1[CH:5]([OH:11])[CH2:6][CH2:7][CH2:8][CH:9]1[CH3:10].[Cl-:20].[Cl:12][c:13]1[n:14][cH:15][n:16][c:17]([Cl:19])[cH:18]1.[H-:1].[NH4+:21].[Na+:2].[O:22]1[CH2:23][CH2:24][CH2:25][CH2:26]1>>[CH3:3][CH:4]1[CH:5]([O:11][c:17]2[n:16][cH:15][n:14][c:13]([Cl:12])[cH:18]2)[CH2:6][CH2:7][CH2:8][CH:9]1[CH3:10]. The product is CC1CCCC(Oc2cc(Cl)ncn2)C1C.